From a dataset of the Open Reaction Database (ORD), a public repository of structured organic reaction records. describe an organic reaction: reactants, conditions, products, and yield Reactants: ClC1=NC(=NC(=N1)Cl)C1=C(C=CC(=C1)Cl)C (2,4-dichloro-6-(5-chloro-2-methyl-phenyl)-[1,3,5]triazine), NC1=CC=C(CO)C=C1 (4-aminobenzyl alcohol), CN (methylamine). The product is ClC=1C=CC(=C(C1)C1=NC(=NC(=N1)NC)NC1=CC=C(C=C1)CO)C ({4-[4-(5-Chloro-2-methyl-phenyl)-6-methylamino-[1,3,5]-triazin-2-ylamino]-phenyl}-methanol). The yield is 81.0%. As a reaction SMILES: Cl[C:2]1[N:7]=[C:6](Cl)[N:5]=[C:4]([C:9]2[CH:14]=[C:13]([Cl:15])[CH:12]=[CH:11][C:10]=2[CH3:16])[N:3]=1.[NH2:17][C:18]1[CH:25]=[CH:24][C:21]([CH2:22][OH:23])=[CH:20][CH:19]=1.[CH3:26][NH2:27]>>[Cl:15][C:13]1[CH:12]=[CH:11][C:10]([CH3:16])=[C:9]([C:4]2[N:5]=[C:6]([NH:27][CH3:26])[N:7]=[C:2]([NH:17][C:18]3[CH:25]=[CH:24][C:21]([CH2:22][OH:23])=[CH:20][CH:19]=3)[N:3]=2)[CH:14]=1. Reported procedure: The reaction of 2,4-dichloro-6-(5-chloro-2-methyl-phenyl)-[1,3,5]triazine and 4-aminobenzyl alcohol using the method described in Example 67 and using methylamine in place of ammonia provided the title compound (81% yield). 1H NMR (acetone-d6) δ 8.75, 8.62 (2br s, 1H), 8.02-7.82 (m, 3H), 7.41-7.28 (m, 4H), 6.83 (br s, 1H), 4.62-4.59 (m, 2H), 4.10-4.05 (m, 1H), 3.05, 3.01 (2s, 3H), 2.67, 2.59 (2s, 3H). Reactants: ice, N1(C=NC=C1)CC(CC1OCCO1)C1=CC(=C(C=C1)Cl)Cl (1-(imidazol-1-yl)-2-(3,4-dichlorophenyl)-3-(1,3-dioxolan-2-yl)propane). The solvent is Cl (hydrochloric acid). Conditions: time 24 hour. Product: ClC=1C=C(C=CC1Cl)C(CC=O)CN1C=NC=C1 (3-(3,4-dichlorophenyl)-4-(imidazol-1-yl)butan-1-al). The yield is 46.2%. As a reaction SMILES: [N:1]1([CH2:6][CH:7]([C:14]2[CH:19]=[CH:18][C:17]([Cl:20])=[C:16]([Cl:21])[CH:15]=2)[CH2:8][CH:9]2OCC[O:10]2)[CH:5]=[CH:4][N:3]=[CH:2]1>Cl>[Cl:21][C:16]1[CH:15]=[C:14]([CH:7]([CH2:6][N:1]2[CH:5]=[CH:4][N:3]=[CH:2]2)[CH2:8][CH:9]=[O:10])[CH:19]=[CH:18][C:17]=1[Cl:20]. Procedure details: 5N Aqueous hydrochloric acid solution (100 ml) was added to an ice-cooled solution of 1-(imidazol-1-yl)-2-(3,4-dichlorophenyl)-3-(1,3-dioxolan-2-yl)propane (11 g) (see Preparation 17) in tetrahydrofliran (100 ml). The mixture was allowed to warm slowly to room temperature and then left to stand for 24 hours. The tetrahydrofuran was removed under reduced pressure and the acidic phase extracted with dichloromethane (2×100 ml). The organic phases were combined, washed with brine and dried over anhy... The product is CCCCCCCN(CCCCCCc1nc(-c2ccccc2)c(-c2ccccc2)[nH]1)C(=O)Nc1ccc(F)cc1F. As a reaction SMILES: [CH3:52][CH2:53][CH2:54][CH2:55][N+:56]([CH2:57][CH2:58][CH2:59][CH3:60])([CH2:61][CH2:62][CH2:63][CH3:64])[CH2:65][CH2:66][CH2:67][CH3:68].[F-:51].[F:1][c:2]1[c:3]([NH:9][C:10]([N:11]([CH2:12][CH2:13][CH2:14][CH2:15][CH2:16][CH2:17][CH3:18])[CH2:19][CH2:20][CH2:21][CH2:22][CH2:23][CH2:24][c:25]2[n:26]([CH2:42][O:43][CH2:44][CH2:45][Si:46]([CH3:47])([CH3:48])[CH3:49])[c:27](-[c:36]3[cH:37][cH:38][cH:39][cH:40][cH:41]3)[c:28](-[c:30]3[cH:31][cH:32][cH:33][cH:34][cH:35]3)[n:29]2)=[O:50])[cH:4][cH:5][c:6]([F:8])[cH:7]1.[O:70]1[CH2:71][CH2:72][CH2:73][CH2:74]1.[OH2:69]>>[F:1][c:2]1[c:3]([NH:9][C:10]([N:11]([CH2:12][CH2:13][CH2:14][CH2:15][CH2:16][CH2:17][CH3:18])[CH2:19][CH2:20][CH2:21][CH2:22][CH2:23][CH2:24][c:25]2[n:26][c:27](-[c:36]3[cH:37][cH:38][cH:39][cH:40][cH:41]3)[c:28](-[c:30]3[cH:31][cH:32][cH:33][cH:34][cH:35]3)[nH:29]2)=[O:50])[cH:4][cH:5][c:6]([F:8])[cH:7]1. Reactants: CCCC[N+](CCCC)(CCCC)CCCC, [F-], CCCCCCCN(CCCCCCc1nc(-c2ccccc2)c(-c2ccccc2)n1COCC[Si](C)(C)C)C(=O)Nc1ccc(F)cc1F, C1CCOC1, O. RXN SMILES: [BH4-:30].[CH3:1][C:2]([CH2:3][CH2:4][C:5](=[O:6])[N:7]1[CH2:8][CH2:9][N:10]([c:13]2[n:14][cH:15][cH:16][c:17](-[c:19]3[n:20][o:21][c:22]([C:24]([Cl:25])([Cl:26])[Cl:27])[n:23]3)[cH:18]2)[CH2:11][CH2:12]1)([CH3:28])[CH3:29].[CH3:32][OH:33].[Na+:31]>>[CH3:1][C:2]([CH2:3][CH2:4][C:5](=[O:6])[N:7]1[CH2:8][CH2:9][N:10]([c:13]2[n:14][cH:15][cH:16][c:17](-[c:19]3[n:20][o:21][cH:22][n:23]3)[cH:18]2)[CH2:11][CH2:12]1)([CH3:28])[CH3:29]. Starting materials: [BH4-], CC(C)(C)CCC(=O)N1CCN(c2cc(-c3noc(C(Cl)(Cl)Cl)n3)ccn2)CC1, CO, [Na+]. The product is CC(C)(C)CCC(=O)N1CCN(c2cc(-c3ncon3)ccn2)CC1. Reactants: CCCC=CC(=O)NC1CC1, ClCCl, O=C(OC(=O)C(F)(F)F)C(F)(F)F, NC(N)=O, OO. Yields the product CCCC1OC1C(=O)NC1CC1. Reaction SMILES: [CH:1]1([NH:4][C:5]([CH:6]=[CH:7][CH2:8][CH2:9][CH3:10])=[O:11])[CH2:2][CH2:3]1.[Cl:31][CH2:32][Cl:33].[F:18][C:19]([F:20])([F:21])[C:22]([O:23][C:24](=[O:25])[C:26]([F:27])([F:28])[F:29])=[O:30].[NH2:14][C:15](=[O:16])[NH2:17].[OH:12][OH:13]>>[CH:1]1([NH:4][C:5]([CH:6]2[CH:7]([CH2:8][CH2:9][CH3:10])[O:16]2)=[O:11])[CH2:2][CH2:3]1. The reactants are [N+](=O)([O-])C1=CC=C(C(=O)O)C=C1 (4-Nitrobenzoic acid), N1(CCNCC1)C(=O)OC(C)(C)C (tert-butyl 1-piperazinecarboxylate), Cl.CN(CCCN=C=NCC)C (1-(3-dimethylaminopropyl)-3-ethylcarbodiimide hydrochloride), CN1CCOCC1 (N-methylmorpholine). The solvent is ClCCl (dichloromethane). Run at temperature 20 celsius, time 5 hour. The product is [N+](=O)([O-])C1=CC=C(C(=O)N2CCN(CC2)C(=O)OC(C)(C)C)C=C1 (tert-butyl 4-(4-nitrobenzoyl)piperazine-1-carboxylate). Yield: 93.3%. As a reaction SMILES: [N+:1]([C:4]1[CH:12]=[CH:11][C:7]([C:8]([OH:10])=O)=[CH:6][CH:5]=1)([O-:3])=[O:2].[N:13]1([C:19]([O:21][C:22]([CH3:25])([CH3:24])[CH3:23])=[O:20])[CH2:18][CH2:17][NH:16][CH2:15][CH2:14]1.Cl.CN(C)CCCN=C=NCC.CN1CCOCC1>ClCCl>[N+:1]([C:4]1[CH:5]=[CH:6][C:7]([C:8]([N:16]2[CH2:15][CH2:14][N:13]([C:19]([O:21][C:22]([CH3:25])([CH3:24])[CH3:23])=[O:20])[CH2:18][CH2:17]2)=[O:10])=[CH:11][CH:12]=1)([O-:3])=[O:2] |f:2.3|. Procedure: 4-Nitrobenzoic acid (1.00 g, 6.00 mmol), tert-butyl 1-piperazinecarboxylate (1.10 g, 6.00 mmol), 1-(3-dimethylaminopropyl)-3-ethylcarbodiimide hydrochloride (1.70 g, 9.00 mmol) and N-methylmorpholine (1.30 ml, 12.00 mmol) were dissolved in dichloromethane (10 ml) and the reaction mixture stirred at 20° C. for 5 h. The reaction was then washed with saturated sodium bicarbonate solution and brine. The organic phase was dried over MgSO4 and the solvent removed in vacuo. The residue was purified by ...